Task: describe an organic reaction: reactants, conditions, products, and yield. Dataset: the Open Reaction Database (ORD), a public repository of structured organic reaction records Starting materials: ClC=1C=C(C=CC1F)C(CO)NC(=O)C=1NC=C(C1)C1=NNC=C1C1=CC(=C(C=C1)CN)Cl (4-[4-(4-Aminomethyl-3-chloro-phenyl)-1H-pyrazol-3-yl]-1H-pyrrole-2-carboxylic acid [1-(3-chloro-4-fluoro-phenyl)-2-hydroxy-ethyl]-amide), TEA, BrCCOCCBr (2-bromoethyl ether). The solvent is CN(C)C=O (DMF). Run at temperature 70 celsius, time 18 hour. Product: ClC=1C=C(C=CC1F)C(CO)NC(=O)C=1NC=C(C1)C1=NNC=C1C1=CC(=C(C=C1)CN1CCOCC1)Cl (4-[4-(3-Chloro-4-morpholin-4-ylmethyl-phenyl)-1H-pyrazol-3-yl]-1H-pyrrole-2-carboxylic acid [1-(3-chloro-4-fluoro-phenyl)-2-hydroxy-ethyl]-amide). Reaction SMILES: [Cl:1][C:2]1[CH:3]=[C:4]([CH:9]([NH:12][C:13]([C:15]2[NH:16][CH:17]=[C:18]([C:20]3[C:24]([C:25]4[CH:30]=[CH:29][C:28]([CH2:31][NH2:32])=[C:27]([Cl:33])[CH:26]=4)=[CH:23][NH:22][N:21]=3)[CH:19]=2)=[O:14])[CH2:10][OH:11])[CH:5]=[CH:6][C:7]=1[F:8].Br[CH2:35][CH2:36][O:37][CH2:38][CH2:39]Br>CN(C=O)C>[Cl:1][C:2]1[CH:3]=[C:4]([CH:9]([NH:12][C:13]([C:15]2[NH:16][CH:17]=[C:18]([C:20]3[C:24]([C:25]4[CH:30]=[CH:29][C:28]([CH2:31][N:32]5[CH2:39][CH2:38][O:37][CH2:36][CH2:35]5)=[C:27]([Cl:33])[CH:26]=4)=[CH:23][NH:22][N:21]=3)[CH:19]=2)=[O:14])[CH2:10][OH:11])[CH:5]=[CH:6][C:7]=1[F:8]. Reported procedure: To a solution of benzyl amine 11 (0.05 mmol) in DMF (3 mL) was added TEA (0.15 mmol) and 2-bromoethyl ether (0.05 mmol). The resulting solution was stirred for 18 h at 70° C. The solvent was removed under vacuum and the crude products purified by preparatory HPLC to afford II-6 as a yellow oil. The reactants are O=C([O-])O, CC(C)(C)[Si](C)(C)OCCCCCC1C=CCC1, CC#N, F, [Na+]. Product: OCCCCCC1C=CCC1. As a reaction SMILES: [C:20](=[O:21])([OH:22])[O-:23].[CH3:1][C:2]([Si:3]([CH3:4])([CH3:5])[O:6][CH2:7][CH2:8][CH2:9][CH2:10][CH2:11][CH:12]1[CH:13]=[CH:14][CH2:15][CH2:16]1)([CH3:17])[CH3:18].[CH3:25][C:26]#[N:27].[FH:19].[Na+:24]>>[OH:6][CH2:7][CH2:8][CH2:9][CH2:10][CH2:11][CH:12]1[CH:13]=[CH:14][CH2:15][CH2:16]1. Reactants: O (water), C(#N)C1=CC=C(C=C1)CCN1CCC(CC1)(O)CN(C1=CC=C(C(=O)OC(C)(C)C)C=C1)C (tert-butyl 4-({1-[2-(4-cyanophenyl)ethyl]-4-hydroxypiperidin-4-ylmethyl}methylamino)benzoate), Cl (hydrochloric acid), C([O-])([O-])=O.[K+].[K+] (potassium carbonate). Reaction conditions: time 5 hour. Product: Cl.C(#N)C1=CC=C(C=C1)CCN1CCC(CC1)(O)CN(C1=CC=C(C(=O)O)C=C1)C (4-({1-[2-(4-cyanophenyl)ethyl]-4-hydroxypiperidin-4-ylmethyl}methylamino)benzoic acid monohydrochloride). Reaction SMILES: [C:1]([C:3]1[CH:8]=[CH:7][C:6]([CH2:9][CH2:10][N:11]2[CH2:16][CH2:15][C:14]([CH2:18][N:19]([CH3:33])[C:20]3[CH:32]=[CH:31][C:23]([C:24]([O:26]C(C)(C)C)=[O:25])=[CH:22][CH:21]=3)([OH:17])[CH2:13][CH2:12]2)=[CH:5][CH:4]=1)#[N:2].O.C(=O)([O-])[O-].[K+].[K+].[ClH:41]>>[ClH:41].[C:1]([C:3]1[CH:4]=[CH:5][C:6]([CH2:9][CH2:10][N:11]2[CH2:12][CH2:13][C:14]([CH2:18][N:19]([CH3:33])[C:20]3[CH:21]=[CH:22][C:23]([C:24]([OH:26])=[O:25])=[CH:31][CH:32]=3)([OH:17])[CH2:15][CH2:16]2)=[CH:7][CH:8]=1)#[N:2] |f:2.3.4,6.7|. Procedure: The compound (100 mg) obtained in Step 2 of Example 21 was dissolved in 6N hydrochloric acid (0.5 mL) at room temperature and stirred at the same temperature for five hours. To the mixture was added water (3 mL) and adjusted to pH 9 to 10 by potassium carbonate, and the aqueous layer was washed with ethyl acetate. Insoluble matter of the aqueous layer was removed by filtration and the filtrate was adjusted to pH 3 with 6N hydrochloric acid. The precipitate was collected by filtration and dried t... Yields the product CS(=O)(=O)C1=CC=C(C=C1)C1=NC=C(C=C1)OC(C)C1CCNCC1 ((±)-2-[4-(methylsulfonyl)phenyl]-5-{[1-(4-piperidinyl)ethyl]oxy}pyridine). Run in CO (MeOH), C1CCOC1 (THF). Reported procedure: (±)-Phenylmethyl 4-[1-({6-[4-(methylsulfonyl)phenyl]-3-pyridinyl}oxy)ethyl]-1-piperidinecarboxylate (Example 139, 0.37 g, 0.75 mmol) was dissolved in MeOH (10 mL) and THF (5 mL). 10% of Pd/C (40 mg, Degussa type) was added, and the mixture was placed under an atmosphere of hydrogen using a H2 balloon at ambient temperature for 4 h. The mixture was filtered through Celite® and the filtrate was concentrated to give 0.27 g (100%) of (±)-2-[4-(methylsulfonyl)phenyl]-5-{[1-(4-piperidinyl)ethyl]oxy}py... The reagents and catalysts are [Pd] (Pd/C). As a reaction SMILES: [CH3:1][S:2]([C:5]1[CH:10]=[CH:9][C:8]([C:11]2[N:16]=[CH:15][C:14]([O:17][CH:18]([CH:20]3[CH2:25][CH2:24][N:23](C(OCC4C=CC=CC=4)=O)[CH2:22][CH2:21]3)[CH3:19])=[CH:13][CH:12]=2)=[CH:7][CH:6]=1)(=[O:4])=[O:3]>CO.C1COCC1.[Pd]>[CH3:1][S:2]([C:5]1[CH:10]=[CH:9][C:8]([C:11]2[CH:12]=[CH:13][C:14]([O:17][CH:18]([CH:20]3[CH2:25][CH2:24][NH:23][CH2:22][CH2:21]3)[CH3:19])=[CH:15][N:16]=2)=[CH:7][CH:6]=1)(=[O:3])=[O:4]. Reactants: CS(=O)(=O)C1=CC=C(C=C1)C1=CC=C(C=N1)OC(C)C1CCN(CC1)C(=O)OCC1=CC=CC=C1 ((±)-Phenylmethyl 4-[1-({6-[4-(methylsulfonyl)phenyl]-3-pyridinyl}oxy)ethyl]-1-piperidinecarboxylate). Isolated yield 99.9%. The reactants are ClC1=NC(=NC(=C1)Cl)N1CCCC1 (4,6-dichloro-2-pyrrolidinopyrimidine), N1CCNCC1 (piperazine). Solvent: C(C)O (ethanol). The product is ClC1=NC(=NC(=C1)N1CCNCC1)N1CCCC1 (4-chloro-6-(1-piperazinyl)-2-pyrrolidinopyrimidine). As a reaction SMILES: Cl[C:2]1[CH:7]=[C:6]([Cl:8])[N:5]=[C:4]([N:9]2[CH2:13][CH2:12][CH2:11][CH2:10]2)[N:3]=1.[NH:14]1[CH2:19][CH2:18][NH:17][CH2:16][CH2:15]1>C(O)C>[Cl:8][C:6]1[CH:7]=[C:2]([N:14]2[CH2:19][CH2:18][NH:17][CH2:16][CH2:15]2)[N:3]=[C:4]([N:9]2[CH2:13][CH2:12][CH2:11][CH2:10]2)[N:5]=1. Procedure details: A solution of 2.0 g (9.17 mmoles) of 4,6-dichloro-2-pyrrolidinopyrimidine and 3.95 g (45.9 mmoles) of piperazine in ethanol is boiled under reflux for 1 hour and then evaporated. The evaporation residue is distributed between 100 ml of chloroform and 100 ml of 1% sodium hydroxide solution. After separation the organic phase is twice washed with 50 ml of water each, then dried and evaporated. After recrystallizing the residue from hexane, the title product is obtained in a yield of 2.25 g (91.6%)...